From a dataset of the Open Reaction Database (ORD), a public repository of structured organic reaction records. describe an organic reaction: reactants, conditions, products, and yield Reported procedure: In substantially the same manner as in Reference Example 16, 3-methoxy-4-(5-methyl-2-phenyl-4-oxazolylmethoxy)cinnamaldehyde was allowed to react with trimethyl phosphonoacetate to produce methyl (E,E)-5-[3-methoxy-4-(5-methyl-2-phenyl-4-oxazolylmethoxy)phenyl]-2,4-pentadienoate, which was recrystallized from ethyl acetate to give colorless prisms, m.p.166-167° C. The product is COC=1C=C(C=CC1OCC=1N=C(OC1C)C1=CC=CC=C1)/C=C/C=C/C(=O)OC (methyl (E,E)-5-[3-methoxy-4-(5-methyl-2-phenyl-4-oxazolylmethoxy)phenyl]-2,4-pentadienoate). The reactants are COC=1C=C(C=CC=O)C=CC1OCC=1N=C(OC1C)C1=CC=CC=C1 (3-methoxy-4-(5-methyl-2-phenyl-4-oxazolylmethoxy)cinnamaldehyde), COC(=O)CP(=O)(OC)OC (trimethyl phosphonoacetate). Reaction SMILES: [CH3:1][O:2][C:3]1[CH:4]=[C:5]([CH:10]=[CH:11][C:12]=1[O:13][CH2:14][C:15]1[N:16]=[C:17]([C:21]2[CH:26]=[CH:25][CH:24]=[CH:23][CH:22]=2)[O:18][C:19]=1[CH3:20])[CH:6]=[CH:7][CH:8]=O.[CH3:27][O:28][C:29]([CH2:31]P(OC)(OC)=O)=[O:30]>>[CH3:1][O:2][C:3]1[CH:4]=[C:5](/[CH:6]=[CH:7]/[CH:8]=[CH:31]/[C:29]([O:28][CH3:27])=[O:30])[CH:10]=[CH:11][C:12]=1[O:13][CH2:14][C:15]1[N:16]=[C:17]([C:21]2[CH:26]=[CH:25][CH:24]=[CH:23][CH:22]=2)[O:18][C:19]=1[CH3:20]. Reaction SMILES: [CH3:21][CH:22]([c:23]1[cH:24][cH:25][cH:26][cH:27][cH:28]1)[CH3:29].[NH2:13][C:14](=[O:15])[NH2:16].[OH:1][C:2](=[O:3])[c:4]1[cH:5][cH:6][c:7]([N+:10]([O-:11])=[O:12])[cH:8][cH:9]1.[P:17]([OH:18])([OH:19])[OH:20]>>[O:1]=[C:2]([c:4]1[cH:5][cH:6][c:7]([N+:10]([O-:11])=[O:12])[cH:8][cH:9]1)[NH2:13]. The product is NC(=O)c1ccc([N+](=O)[O-])cc1. The reactants are CC(C)c1ccccc1, NC(N)=O, O=C(O)c1ccc([N+](=O)[O-])cc1, OP(O)O. Starting materials: C(C)OC1=CC=C(C=C1)CC(=O)OCC1=CC=C(C=C1)C(N)=O (p-carbamoylbenzyl p-ethoxyphenylacetate), O=P(Cl)(Cl)Cl (POCl3). Run in CN(C)C=O (DMF). The product is C(C)OC1=CC=C(C=C1)CC(=O)OCC1=CC=C(C=C1)C#N (p-cyanobenzyl p-ethoxyphenylacetate). Reaction SMILES: O=P(Cl)(Cl)Cl.[CH2:6]([O:8][C:9]1[CH:14]=[CH:13][C:12]([CH2:15][C:16]([O:18][CH2:19][C:20]2[CH:25]=[CH:24][C:23]([C:26](=O)[NH2:27])=[CH:22][CH:21]=2)=[O:17])=[CH:11][CH:10]=1)[CH3:7]>CN(C=O)C>[CH2:6]([O:8][C:9]1[CH:10]=[CH:11][C:12]([CH2:15][C:16]([O:18][CH2:19][C:20]2[CH:21]=[CH:22][C:23]([C:26]#[N:27])=[CH:24][CH:25]=2)=[O:17])=[CH:13][CH:14]=1)[CH3:7]. Reported procedure: 65 g of POCl3 is added dropwise at 50° and while stirring to a solution, in 500 ml of DMF, of 31.3 g of p-carbamoylbenzyl p-ethoxyphenylacetate (obtainable by esterification). After stirring for a further hour, the mixture is poured onto ice and worked up in a customary manner to give p-cyanobenzyl p-ethoxyphenylacetate, m.p. 59°, c.p. -40°. Starting materials: NC[C@@H]1N(CCOC1)C(=O)OC(C)(C)C ((S)-tert-butyl 3-(aminomethyl)morpholine-4-carboxylate), N1=CC=CC=C1 (pyridine), C(C)(=O)Cl (acetyl chloride). Run in ClCCl (dichloromethane), C([O-])(O)=O.[Na+] (sodium bicarbonate), [Cl-].[Na+] (sodium chloride). Product: C(C)(=O)NC[C@@H]1N(CCOC1)C(=O)OC(C)(C)C ((S)-tert-butyl 3-(acetamidomethyl)morpholine-4-carboxylate). Reaction SMILES: [NH2:1][CH2:2][C@H:3]1[CH2:8][O:7][CH2:6][CH2:5][N:4]1[C:9]([O:11][C:12]([CH3:15])([CH3:14])[CH3:13])=[O:10].N1C=CC=CC=1.[C:22](Cl)(=[O:24])[CH3:23]>ClCCl.C(=O)(O)[O-].[Na+].[Cl-].[Na+]>[C:22]([NH:1][CH2:2][C@H:3]1[CH2:8][O:7][CH2:6][CH2:5][N:4]1[C:9]([O:11][C:12]([CH3:15])([CH3:14])[CH3:13])=[O:10])(=[O:24])[CH3:23] |f:4.5,6.7|. Reported procedure: To a solution of (S)-tert-butyl 3-(aminomethyl)morpholine-4-carboxylate (commercially available, 0.62 g, 2.87 mmol) in dichloromethane (28.0 ml) were added sequentially pyridine (0.5 ml, 5.73 mmol) and acetyl chloride (0.25 ml, 3.44 mmol). After 30 min the reaction was diluted with saturated aqueous sodium bicarbonate and saturated aqueous sodium chloride. The resulting mixture was extracted with ethyl acetate (×3), and the combined organic layers were then dried over sodium sulfate, filtered, a...